Dataset: the Open Reaction Database (ORD), a public repository of structured organic reaction records. Task: describe an organic reaction: reactants, conditions, products, and yield The reactants are O (water), [I-].[Na+] (sodium iodide), CC=1C=CC(=CC1)S(=O)(=O)NCl (chloramine T), COC(COC1=NC=C(C=C1)NC(C1=C(C=C(C=C1)N=[N+]=[N-])O)=O)=O ((5-(4-azido-2-hydroxybenzoylamino)pyridin-2-yloxy)acetic acid methyl ester). Solvent: CN(C)C=O (DMF). Reaction conditions: time 10 minute. Yields the product COC(COC1=NC=C(C=C1)NC(C1=C(C=C(C(=C1)I)N=[N+]=[N-])O)=O)=O ([5-(4-Azido-2-Hydroxy-5-Iodobenzoylamino)Pyridin-2-Yloxy]Acetic Acid Methyl Ester). As a reaction SMILES: [CH3:1][O:2][C:3](=[O:25])[CH2:4][O:5][C:6]1[CH:11]=[CH:10][C:9]([NH:12][C:13](=[O:24])[C:14]2[CH:19]=[CH:18][C:17]([N:20]=[N+:21]=[N-:22])=[CH:16][C:15]=2[OH:23])=[CH:8][N:7]=1.[I-:26].[Na+].CC1C=CC(S(NCl)(=O)=O)=CC=1.O>CN(C=O)C>[CH3:1][O:2][C:3](=[O:25])[CH2:4][O:5][C:6]1[CH:11]=[CH:10][C:9]([NH:12][C:13](=[O:24])[C:14]2[CH:19]=[C:18]([I:26])[C:17]([N:20]=[N+:21]=[N-:22])=[CH:16][C:15]=2[OH:23])=[CH:8][N:7]=1 |f:1.2|. Reported procedure: To a suspension of (5-(4-azido-2-hydroxybenzoylamino)pyridin-2-yloxy)acetic acid methyl ester (22 mg, 0.064 mmol) in DMF (1 mL) was added sodium iodide (11 mg, 0.07 mmol) and chloramine T (51 mg, 0.22 mol). The reaction mixture turned homogeneous and after 10 minutes, the mixture was poured into water and was extracted with ethyl acetate (3×25 mL). The combined extracts were washed with water and brine and dried over magnesium sulfate. Filtration and concentration in vacuo gave a residue that wa... Starting materials: [NH4+].[OH-] (NH4OH), C(#N)C=1C=C(C=CC1)S(=O)(=O)Cl (3-cyanobenzene-1-sulfonyl chloride). The solvent is C(C)#N (acetonitrile). Reaction conditions: time 8 hour. Yields the product C(#N)C=1C=C(C=CC1)S(=O)(=O)N (3-cyano-benzenesulfonamide). RXN SMILES: [NH4+:1].[OH-].[C:3]([C:5]1[CH:6]=[C:7]([S:11](Cl)(=[O:13])=[O:12])[CH:8]=[CH:9][CH:10]=1)#[N:4]>C(#N)C>[C:3]([C:5]1[CH:6]=[C:7]([S:11]([NH2:1])(=[O:13])=[O:12])[CH:8]=[CH:9][CH:10]=1)#[N:4] |f:0.1|. Procedure details: NH4OH (22 mL, excess) can be added to a solution of 3-cyanobenzene-1-sulfonyl chloride (1.0 g, 4.97 mmol) in acetonitrile (22 mL) and the reaction stirred overnight at r.t. The reaction can be concentrated and the solid obtained washed with water to give 500 mg of product. The water phase can be extracted with AcOEt, dried with MgSO4 anh, filtered and evaporated to give 400 mg of product that can be combined with the solid obtained before (0.90 g, 99%). Reactants: O=C(c1ccc([N+](=O)[O-])cc1)c1ccc(Br)c([N+](=O)[O-])c1, CCOC(=O)CC(=O)OCC, O=C([O-])CC(=O)[O-], CS(C)=O, [H-], [Na+], O. Product: CCOC(=O)C(C(=O)OCC)c1ccc(C(=O)c2ccc([N+](=O)[O-])cc2)cc1[N+](=O)[O-]. As a reaction SMILES: [Br:14][c:15]1[c:16]([N+:32](=[O:33])[O-:34])[cH:17][c:18]([C:21](=[O:22])[c:23]2[cH:24][cH:25][c:26]([N+:29](=[O:30])[O-:31])[cH:27][cH:28]2)[cH:19][cH:20]1.[C:1]([CH2:2][C:3](=[O:4])[O:5][CH2:6][CH3:7])(=[O:8])[O:9][CH2:10][CH3:11].[C:35]([O-:36])(=[O:37])[CH2:38][C:39]([O-:40])=[O:41].[CH3:42][S:43]([CH3:44])=[O:45].[H-:13].[Na+:12].[OH2:46]>>[C:1]([CH:2]([C:3](=[O:4])[O:5][CH2:6][CH3:7])[c:15]1[c:16]([N+:32](=[O:33])[O-:34])[cH:17][c:18]([C:21](=[O:22])[c:23]2[cH:24][cH:25][c:26]([N+:29](=[O:30])[O-:31])[cH:27][cH:28]2)[cH:19][cH:20]1)(=[O:8])[O:9][CH2:10][CH3:11]. Reported procedure: Application of the method shown in Example 46, with the modification that (2R,4R,6R)-2-methoxy-2-((R)-3-(4-methoxybenzyl)-2-oxothiazolidin-4-yl)-6-(pent-4-enyl)-tetrahydro-2H-pyran-4-yl benzoate was substituted for (R)-4-((1R,4Z,8Z,13R,15R)-15-methoxy-5-methyl-3-oxo-2,14-dioxa-bicyclo[11.3.1]heptadeca-4,8-dien-15-yl)-3-(4-methoxybenzyl)thiazolidin-2-one, afforded the title compound. Reactants: C(C1=CC=CC=C1)(=O)O[C@H]1C[C@@](O[C@@H](C1)CCCC=C)([C@H]1N(C(SC1)=O)CC1=CC=C(C=C1)OC)OC ((2R,4R,6R)-2-methoxy-2-((R)-3-(4-methoxybenzyl)-2-oxothiazolidin-4-yl)-6-(pent-4-enyl)-tetrahydro-2H-pyran-4-yl benzoate), CO[C@]1(O[C@@H]2CCC\C=C/CC\C(=C/C(O[C@@H](C1)C2)=O)\C)[C@H]2N(C(SC2)=O)CC2=CC=C(C=C2)OC ((R)-4-((1R,4Z,8Z,13R,15R)-15-methoxy-5-methyl-3-oxo-2,14-dioxa-bicyclo[11.3.1]heptadeca-4,8-dien-15-yl)-3-(4-methoxybenzyl)thiazolidin-2-one). RXN SMILES: [C:1]([O:9][C@@H:10]1[CH2:15][C@@H:14]([CH2:16][CH2:17][CH2:18][CH:19]=[CH2:20])[O:13][C@@:12]([O:36]C)([C@@H:21]2[CH2:25][S:24][C:23](=[O:26])[N:22]2CC2C=CC(OC)=CC=2)[CH2:11]1)(=[O:8])[C:2]1[CH:7]=[CH:6][CH:5]=[CH:4][CH:3]=1.CO[C@]1([C@@H]2CSC(=O)N2CC2C=CC(OC)=CC=2)C[C@H]2C[C@@H](CCCC=CCCC(C)=CC(=O)O2)O1>>[C:1]([O:9][C@@H:10]1[CH2:15][C@@H:14]([CH2:16][CH2:17][CH2:18][CH:19]=[CH2:20])[O:13][C@@:12]([OH:36])([C@@H:21]2[CH2:25][S:24][C:23](=[O:26])[NH:22]2)[CH2:11]1)(=[O:8])[C:2]1[CH:3]=[CH:4][CH:5]=[CH:6][CH:7]=1. Product: C(C1=CC=CC=C1)(=O)O[C@H]1C[C@@](O[C@@H](C1)CCCC=C)([C@H]1NC(SC1)=O)O ((2R,4R,6R)-2-Hydroxy-2-((R)-2-oxothiazolidin-4-yl)-6-(pent-4-enyl)-tetrahydro-2H-pyran-4-yl Benzoate). Starting materials: Clc1ncc(Br)cn1, [Li]C(C)(C)C, C1CCOC1, CCCCCCC, CO, N#CC1=C(C#N)C(=O)C(Cl)=C(Cl)C1=O, Fc1ccc(Nc2nccs2)cc1, O. Product: Fc1ccc(Nc2ncc(-c3nc(Cl)ncc3Br)s2)cc1. RXN SMILES: [Br:19][c:20]1[cH:21][n:22][c:23]([Cl:26])[n:24][cH:25]1.[C:1]([Li:2])([CH3:3])([CH3:4])[CH3:5].[CH2:48]1[O:49][CH2:50][CH2:51][CH2:52]1.[CH3:41][CH2:42][CH2:43][CH2:44][CH2:45][CH2:46][CH3:47].[CH3:54][OH:55].[Cl:27][C:28]1=[C:39]([Cl:40])[C:37](=[O:38])[C:34]([C:35]#[N:36])=[C:31]([C:32]#[N:33])[C:29]1=[O:30].[F:6][c:7]1[cH:8][cH:9][c:10]([NH:13][c:14]2[s:15][cH:16][cH:17][n:18]2)[cH:11][cH:12]1.[OH2:53]>>[F:6][c:7]1[cH:8][cH:9][c:10]([NH:13][c:14]2[s:15][c:16](-[c:21]3[c:20]([Br:19])[cH:25][n:24][c:23]([Cl:26])[n:22]3)[cH:17][n:18]2)[cH:11][cH:12]1. Starting materials: O[C@@H]1[C@](CC2=CC=CC=C12)(C=1CC2=CC=CC=C2C1)CC1=CC=C(C(=O)O)C=C1 (4-(((1R,2R)-1-hydroxy-2,3-dihydro-1H,1′H-[2,2′-biinden]-2-yl)methyl)benzoic acid), C(=O)([O-])[O-].[K+].[K+] (K2CO3), CI (MeI). Solvent: Cl (HCl), CN(C)C=O (DMF). Conditions: time 4 hour. Yields the product O[C@@H]1[C@](CC2=CC=CC=C12)(C=1CC2=CC=CC=C2C1)CC1=CC=C(C(=O)OC)C=C1 (methyl 4-(((1R,2R)-1-hydroxy-2,3-dihydro-1H,1′H-[2,2′-biinden]-2-yl)methyl)benzoate). Yield: 56.3%. RXN SMILES: [OH:1][C@H:2]1[C:10]2[C:5](=[CH:6][CH:7]=[CH:8][CH:9]=2)[CH2:4][C@:3]1([CH2:20][C:21]1[CH:29]=[CH:28][C:24]([C:25]([OH:27])=[O:26])=[CH:23][CH:22]=1)[C:11]1[CH2:12][C:13]2[C:18]([CH:19]=1)=[CH:17][CH:16]=[CH:15][CH:14]=2.[C:30]([O-])([O-])=O.[K+].[K+].CI>CN(C=O)C.Cl>[OH:1][C@H:2]1[C:10]2[C:5](=[CH:6][CH:7]=[CH:8][CH:9]=2)[CH2:4][C@:3]1([CH2:20][C:21]1[CH:29]=[CH:28][C:24]([C:25]([O:27][CH3:30])=[O:26])=[CH:23][CH:22]=1)[C:11]1[CH2:12][C:13]2[C:18]([CH:19]=1)=[CH:17][CH:16]=[CH:15][CH:14]=2 |f:1.2.3|. Procedure: To a solution of 4-(((1R,2R)-1-hydroxy-2,3-dihydro-1H,1′H-[2,2′-biinden]-2-yl)methyl)benzoic acid (100 mg, 0.26 mmol) and K2CO3 (72 mg, 0.52 mmol) in DMF (2.5 mL), was added MeI (148 mg, 1.04 mmol) and then stirred at room temperature for 4 h. The reaction mixture was diluted with 1.5 N HCl (50 mL) and extracted with ethyl acetate (3×25 mL). The separated organic layer was washed with 10% aq. NaHCO3 (25 mL), brine (25 mL), dried over anhydrous Na2SO4 and evaporated under reduced pressure. The re... The reactants are C[Si](C)(C)[N-][Si](C)(C)C.[Na+] (NaHMDS), O1CCOC12C(COCC2)CCCC=O (4-(1,4,8-trioxaspiro[4.5]dec-6-yl)butanal). The reagents and catalysts are [Br-].C[P+](C1=CC=CC=C1)(C1=CC=CC=C1)C1=CC=CC=C1 (methyltriphenylphosphonium bromide). Conditions: time 1 hour. The product is C(CCC=C)C1C2(OCCO2)CCOC1 (6-(pent-4-en-1-yl)-1,4,8-trioxaspiro[4.5]decane). Reaction SMILES: [CH3:1][Si]([N-][Si](C)(C)C)(C)C.[Na+].[O:11]1[C:15]2([CH2:20][CH2:19][O:18][CH2:17][CH:16]2[CH2:21][CH2:22][CH2:23][CH:24]=O)[O:14][CH2:13][CH2:12]1>[Br-].C[P+](C1C=CC=CC=1)(C1C=CC=CC=1)C1C=CC=CC=1>[CH2:21]([CH:16]1[CH2:17][O:18][CH2:19][CH2:20][C:15]21[O:11][CH2:12][CH2:13][O:14]2)[CH2:22][CH2:23][CH:24]=[CH2:1] |f:0.1,3.4|. Procedure: To a mixture of methyltriphenylphosphonium bromide (0.920 g, 2.58 mmol) in TI IF (10 mL) under N2 at it was added NaHMDS (2M in THF, 1.30 mL, 2.58 mmol). The mixture was stirred at rt for 1 hr. 4-(1,4,8-trioxaspiro[4.5]dec-6-yl)butanal (0.276 g, 1.29 mmol) was then added and the reaction was stirred at it for 1 hr. It was quenched with sat'd. aq. NH4Cl and extracted 3× with Et2O. The combined organics were dried (anhd. Na2SO4), filtered, and concentrated. The residue was purified by column chrom...